Dataset: the Open Reaction Database (ORD), a public repository of structured organic reaction records. Task: describe an organic reaction: reactants, conditions, products, and yield As a reaction SMILES: [Cl:1][C:2]1[CH:13]=[C:12]([F:14])[C:11]([N:15]2[C:20](=[O:21])[C:19]([CH2:22]Cl)=[C:18]([CH3:24])[N:17]([CH3:25])[C:16]2=[O:26])=[CH:10][C:3]=1[C:4]([O:6][CH:7]([CH3:9])[CH3:8])=[O:5]>C(O)(C)C>[Cl:1][C:2]1[CH:13]=[C:12]([F:14])[C:11]([N:15]2[C:20](=[O:21])[C:19]([CH2:22][O:6][CH:7]([CH3:9])[CH3:8])=[C:18]([CH3:24])[N:17]([CH3:25])[C:16]2=[O:26])=[CH:10][C:3]=1[C:4]([O:6][CH:7]([CH3:9])[CH3:8])=[O:5]. Product: ClC1=C(C(=O)OC(C)C)C=C(C(=C1)F)N1C(N(C(=C(C1=O)COC(C)C)C)C)=O (isopropyl 2-chloro-4-fluoro-5-[3,6-dihydro-3,4-dimethyl-5-isopropoxymethyl-2,6-dioxo-1(2H)-pyrimidinyl]-benzoate). Reactants: ClC1=C(C(=O)OC(C)C)C=C(C(=C1)F)N1C(N(C(=C(C1=O)CCl)C)C)=O (isopropyl 2-chloro-4-fluoro-5-[5-chloromethyl-3,6-dihydro-3,4-dimethyl-2,6-dioxo-1(2H)-pyrimidinyl]-benzoate). Reported procedure: using isopropyl 2-chloro-4-fluoro-5-[5-chloromethyl-3,6-dihydro-3,4-dimethyl-2,6-dioxo-1(2H)-pyrimidinyl]-benzoate with isopropanol there is obtained isopropyl 2-chloro-4-fluoro-5-[3,6-dihydro-3,4-dimethyl-5-isopropoxymethyl-2,6-dioxo-1(2H)-pyrimidinyl]-benzoate, 1H--NMR (CDCl3, 400 MHz) 7.82 ppm (d, 1H), 7.32 ppm (d, 1H), 5.22 ppm (m, 1H), 4.45 ppm (d, 1H), 4.34 ppm (d, 1H), 3.69 ppm (m, 1H), 3.48 ppm (s, 3H), 2.44 ppm (s, 3H), 1.35 ppm (d, 6H), 1.21 ppm (d, 6H). Run in C(C)(C)O (isopropanol). The reactants are N1=C(C=NC=C1)N1CCNCC1 (1-(2-pyrazinyl)piperazine), C1(CCCCC1)N=C=S (cyclohexyl isothiocyanate). Solvent: CCOCC (ether), CCOCC (ether). Run at time 35 minute. Product: C1(CCCCC1)NC(=S)N1CCN(CC1)C1=NC=CN=C1 (N-Cyclohexyl-4-(2-pyrazinyl)-1-piperazinethiocarboxamide). As a reaction SMILES: [N:1]1[CH:6]=[CH:5][N:4]=[CH:3][C:2]=1[N:7]1[CH2:12][CH2:11][NH:10][CH2:9][CH2:8]1.[CH:13]1([N:19]=[C:20]=[S:21])[CH2:18][CH2:17][CH2:16][CH2:15][CH2:14]1>CCOCC>[CH:13]1([NH:19][C:20]([N:10]2[CH2:9][CH2:8][N:7]([C:2]3[CH:3]=[N:4][CH:5]=[CH:6][N:1]=3)[CH2:12][CH2:11]2)=[S:21])[CH2:18][CH2:17][CH2:16][CH2:15][CH2:14]1. Procedure details: To a solution of 4.92 g. of 1-(2-pyrazinyl)piperazine in 50 ml. of anhydrous ether is added dropwise a solution of 4.2 g. of cyclohexyl isothiocyanate in 50 ml. of anhydrous ether over 5 minutes. The mixture isstirred for 35 minutes and the resulting solid is collected and recrystallized from 50 ml. of ethanol, giving 7.58 g. of the desired product, m.p. 176°-178° C. Reactants: solution, CP(C)C.O1CCCC1 (trimethylphosphine tetrahydrofuran), C(C)OC(=O)[C@]1([C@@H]2[C@]([C@@H]2C[C@@H]1O)(C(=O)OCC)F)N=[N+]=[N-] ((1R,2R,3S,5R,6R)-2-azido-6-fluoro-3-hydroxy-bicyclo[3.1.0]hexane-2,6-dicarboxylic acid diethyl ester), C(O)([O-])=O.[Na+] (sodium hydrogen carbonate). The solvent is C(C)OCC (diethyl ether), O1CCCC1 (tetrahydrofuran), O (water). Conditions: time 1 hour. Yields the product C(C)OC(=O)[C@]1([C@@H]2[C@]([C@@H]2C[C@@H]1O)(C(=O)OCC)F)N ((1R,2R,3S,5R,6R)-2-amino-6-fluoro-3-hydroxy-bicyclo[3.1.0]hexane-2,6-dicarboxylic acid diethyl ester). Isolated yield 72.8%. As a reaction SMILES: CP(C)C.O1CCCC1.[CH2:10]([O:12][C:13]([C@:15]1([N:28]=[N+]=[N-])[C@@H:20]([OH:21])[CH2:19][C@@H:18]2[C@H:16]1[C@@:17]2([F:27])[C:22]([O:24][CH2:25][CH3:26])=[O:23])=[O:14])[CH3:11].C(=O)([O-])O.[Na+]>O1CCCC1.O.C(OCC)C>[CH2:10]([O:12][C:13]([C@:15]1([NH2:28])[C@@H:20]([OH:21])[CH2:19][C@@H:18]2[C@H:16]1[C@@:17]2([F:27])[C:22]([O:24][CH2:25][CH3:26])=[O:23])=[O:14])[CH3:11] |f:0.1,3.4|. Procedure details: 0.89 mL of a solution of 1M trimethylphosphine/tetrahydrofuran was added to 245 mg of (1R,2R,3S,5R,6R)-2-azido-6-fluoro-3-hydroxy-bicyclo[3.1.0]hexane-2,6-dicarboxylic acid diethyl ester dissolved in 7.0 mL of tetrahydrofuran and 0.7 mL of water, and the mixture was stirred for 12 hours at room temperature. After the mixture was diluted with 14 mL of diethyl ether, a saturated aqueous solution of sodium hydrogen carbonate was added thereto, and the mixture was stirred for 1 hour at room temperat... The reactants are FC(F)(F)c1ccc(B(O)O)cc1 (effective_coupling_partner), CCN(CC)C(=O)Oc1cnccc1 (substrate). Reagents/catalysts: PCy3. Run at temperature 150 celsius, time 10 hour. Product: c1cc(C(F)(F)F)ccc1c1cnccc1. Starting materials: CCOC(=O)c1cn(-c2ccc(F)cc2)c2cc(F)c(F)cc2c1=O, CC(=O)O, Cl. Product: O=C(O)c1cn(-c2ccc(F)cc2)c2cc(F)c(F)cc2c1=O. Reaction SMILES: [CH2:1]([CH3:2])[O:3][C:4](=[O:5])[c:6]1[cH:7][n:8](-[c:19]2[cH:20][cH:21][c:22]([F:25])[cH:23][cH:24]2)[c:9]2[cH:10][c:11]([F:18])[c:12]([F:17])[cH:13][c:14]2[c:15]1=[O:16].[CH3:27][C:28](=[O:29])[OH:30].[ClH:26]>>[O:3]=[C:4]([OH:5])[c:6]1[cH:7][n:8](-[c:19]2[cH:20][cH:21][c:22]([F:25])[cH:23][cH:24]2)[c:9]2[cH:10][c:11]([F:18])[c:12]([F:17])[cH:13][c:14]2[c:15]1=[O:16]. Reactants: CNC(=O)Oc1cccc2c1OC(C)(C)C2, ClSc1ccccc1, c1ccncc1. The product is CN(Sc1ccccc1)C(=O)Oc1cccc2c1OC(C)(C)C2. RXN SMILES: [CH3:1][NH:2][C:3](=[O:4])[O:5][c:6]1[cH:7][cH:8][cH:9][c:10]2[c:16]1[O:15][C:12]([CH3:13])([CH3:14])[CH2:11]2.[c:17]1([S:23][Cl:24])[cH:18][cH:19][cH:20][cH:21][cH:22]1.[cH:25]1[cH:26][cH:27][n:28][cH:29][cH:30]1>>[CH3:1][N:2]([C:3](=[O:4])[O:5][c:6]1[cH:7][cH:8][cH:9][c:10]2[c:16]1[O:15][C:12]([CH3:13])([CH3:14])[CH2:11]2)[S:23][c:17]1[cH:18][cH:19][cH:20][cH:21][cH:22]1. The reactants are NS(=O)(=O)C1=CC=C(C=C1)C=C1C(=C(C2=CC(=CC=C12)OC)CC(=O)OC)C (methyl 1-(4-aminosulfonylphenyl)methylene-5-methoxy-2-methyl-1H-3-indenylacetate), [N+](=[N-])=C.CCOCC (diazomethane ether). The solvent is CO (methanol). The product is CNS(=O)(=O)C1=CC=C(C=C1)C=C1C(=C(C2=CC(=CC=C12)OC)CC(=O)OC)C (methyl 1-(4-(N-methylaminosulfonyl)phenyl)methylene-5-methoxy-2-methyl-1H-3-indenylacetate). Yield: 29.0%. Reaction SMILES: [NH2:1][S:2]([C:5]1[CH:10]=[CH:9][C:8]([CH:11]=[C:12]2[C:20]3[C:15](=[CH:16][C:17]([O:21][CH3:22])=[CH:18][CH:19]=3)[C:14]([CH2:23][C:24]([O:26][CH3:27])=[O:25])=[C:13]2[CH3:28])=[CH:7][CH:6]=1)(=[O:4])=[O:3].[N+](=[CH2:31])=[N-].CCOCC>CO>[CH3:31][NH:1][S:2]([C:5]1[CH:6]=[CH:7][C:8]([CH:11]=[C:12]2[C:20]3[C:15](=[CH:16][C:17]([O:21][CH3:22])=[CH:18][CH:19]=3)[C:14]([CH2:23][C:24]([O:26][CH3:27])=[O:25])=[C:13]2[CH3:28])=[CH:9][CH:10]=1)(=[O:3])=[O:4] |f:1.2|. Procedure: A solution of 4a (100 mg) in methanol (20 ml) was treated with excess diazomethane ether solution to give two products. They are separated via preparative tlc using 1500 μm silica gel plates developed 3 times with 5% ethyl acetate in chloroform to give Z methyl 1-(4-(N-methylaminosulfonyl)phenyl)methylene-5-methoxy-2-methyl-1H-3-indenylacetate (6a) (30 mg, 29% yield): m.p. 167°-169° C. Starting materials: BrC1=CC(N(C=C1)C=1C=CC=2N(C1)C(=C(N2)C2CC2)C)=O (4-bromo-1-(2-cyclopropyl-3-methylimidazo[1,2-a]pyridin-6-yl)pyridin-2(1H)-one), ClC1=CC=C(/C=C/B(O)O)C=C1 ((E)-(4-chlorostyryl)boronic acid), C([O-])([O-])=O.[K+].[K+] (potassium carbonate), C1CCOC1 (THF). The reagents and catalysts are C1=CC=C(C=C1)P([C-]2C=CC=C2)C3=CC=CC=C3.C1=CC=C(C=C1)P([C-]2C=CC=C2)C3=CC=CC=C3.Cl[Pd]Cl.[Fe+2] (PdCl2(dppf)). Run in O (water). Reaction conditions: temperature 70 celsius. Product: ClC1=CC=C(C=C1)/C=C/C1=CC(N(C=C1)C=1C=CC=2N(C1)C(=C(N2)C2CC2)C)=O (4-((E)-2-(4-Chlorophenyl)ethenyl)-1-(2-cyclopropyl-3-methylimidazo[1,2-a]pyridin-6-yl)pyridin-2(1H)-one). Isolated yield 38.5%. RXN SMILES: Br[C:2]1[CH:7]=[CH:6][N:5]([C:8]2[CH:9]=[CH:10][C:11]3[N:12]([C:14]([CH3:20])=[C:15]([CH:17]4[CH2:19][CH2:18]4)[N:16]=3)[CH:13]=2)[C:4](=[O:21])[CH:3]=1.[Cl:22][C:23]1[CH:33]=[CH:32][C:26](/[CH:27]=[CH:28]/B(O)O)=[CH:25][CH:24]=1.C(=O)([O-])[O-].[K+].[K+].C1COCC1>C1C=CC(P(C2C=CC=CC=2)[C-]2C=CC=C2)=CC=1.C1C=CC(P(C2C=CC=CC=2)[C-]2C=CC=C2)=CC=1.Cl[Pd]Cl.[Fe+2].O>[Cl:22][C:23]1[CH:33]=[CH:32][C:26](/[CH:27]=[CH:28]/[C:2]2[CH:7]=[CH:6][N:5]([C:8]3[CH:9]=[CH:10][C:11]4[N:12]([C:14]([CH3:20])=[C:15]([CH:17]5[CH2:19][CH2:18]5)[N:16]=4)[CH:13]=3)[C:4](=[O:21])[CH:3]=2)=[CH:25][CH:24]=1 |f:2.3.4,6.7.8.9|. Procedure details: A mixture of 4-bromo-1-(2-cyclopropyl-3-methylimidazo[1,2-a]pyridin-6-yl)pyridin-2(1H)-one (178 mg), (E)-(4-chlorostyryl)boronic acid (189 mg), potassium carbonate (214 mg), PdCl2(dppf) (18.9 mg), THF (3 ml) and water (1 ml) was heated at 70° C. under N2 atmosphere overnight. The mixture was partitioned between EtOAc and water, and the organic layer was washed with brine, dried over MgSO4, concentrated in vacuo, and purified by silica gel column chromatography (hexane/EtOAc) to give the title co...